From a dataset of the Open Reaction Database (ORD), a public repository of structured organic reaction records. describe an organic reaction: reactants, conditions, products, and yield Starting materials: N (ammonia), S(O)(O)(=O)=O (sulfuric acid), C1(CCCCC1)=NO (cyclohexanone oxime), lactam sulfate salt. Product: C1(CCCCCN1)=O (ε-caprolactam), S(=O)(=O)([O-])[O-].[NH4+].[NH4+] (ammonium sulfate). As a reaction SMILES: [C:1]1(=[N:7]O)[CH2:6][CH2:5][CH2:4][CH2:3][CH2:2]1.[NH3:9].[S:10](=[O:14])(=[O:13])([OH:12])[OH:11]>>[C:1]1(=[O:11])[NH:7][CH2:2][CH2:3][CH2:4][CH2:5][CH2:6]1.[S:10]([O-:14])([O-:13])(=[O:12])=[O:11].[NH4+:9].[NH4+:7] |f:4.5.6|. Procedure: ε-Caprolactam is a precursor for the preparation of Nylon-6. Nylon-6 was first made in 1899 by heating 6-aminohexanoic acid. Commercially feasible synthesis of Nylon-6 from ε-caprolactam was discovered by Paul Schlack at I. G. Farbenindustrie in 1938. Currently, approximately 95% of the world's ε-caprolactam is produced from cyclohexanone oxime via the Beckmann rearrangement. The starting material for cyclohexanone can be cyclohexane, phenol, or benzene. Through a series of reductions and/or oxi...